Task: describe an organic reaction: reactants, conditions, products, and yield. Dataset: the Open Reaction Database (ORD), a public repository of structured organic reaction records Starting materials: ClC1=NC(=C2N=CN(C2=N1)C1CCCC1)Cl (2,6-dichloro-9-cyclopentylpurine), FC1=CC=C(CN)C=C1 (4-fluorobenzylamine). The solvent is C(C)N(CC)CC (triethylamine). Product: ClC1=NC(=C2N=CN(C2=N1)C1CCCC1)NCC1=CC=C(C=C1)F (2-Chloro-6-[(4-fluorobenzyl)amino]-9-cyclopentylpurine). Reaction SMILES: [Cl:1][C:2]1[N:10]=[C:9]2[C:5]([N:6]=[CH:7][N:8]2[CH:11]2[CH2:15][CH2:14][CH2:13][CH2:12]2)=[C:4](Cl)[N:3]=1.[F:17][C:18]1[CH:25]=[CH:24][C:21]([CH2:22][NH2:23])=[CH:20][CH:19]=1>C(N(CC)CC)C>[Cl:1][C:2]1[N:10]=[C:9]2[C:5]([N:6]=[CH:7][N:8]2[CH:11]2[CH2:15][CH2:14][CH2:13][CH2:12]2)=[C:4]([NH:23][CH2:22][C:21]2[CH:24]=[CH:25][C:18]([F:17])=[CH:19][CH:20]=2)[N:3]=1. Reported procedure: 2-Chloro-6-[(4-fluorobenzyl)amino]-9-cyclopentylpurine is prepared from 2,6-dichloro-9-cyclopentylpurine, 4-fluorobenzylamine, and triethylamine essentially as described above in Example 1, Scheme A, step b.